From a dataset of the Open Reaction Database (ORD), a public repository of structured organic reaction records. describe an organic reaction: reactants, conditions, products, and yield Reactants: CC(=O)O[BH-](OC(C)=O)OC(C)=O, CC(C)CC=O, CC(=O)O, [Na+], O=C(NC(CNCC(Cc1ccccc1)NC(=O)OCc1cncs1)Cc1ccccc1)OCc1cncs1. The product is CC(C)CCN(CC(Cc1ccccc1)NC(=O)OCc1cncs1)CC(Cc1ccccc1)NC(=O)OCc1cncs1. As a reaction SMILES: [C:50]([O:51][BH-:52]([O:53][C:54](=[O:55])[CH3:56])[O:57][C:58](=[O:59])[CH3:60])(=[O:61])[CH3:62].[CH3:40][CH:41]([CH3:42])[CH2:43][CH:44]=[O:45].[CH3:46][C:47](=[O:48])[OH:49].[Na+:63].[s:1]1[cH:2][n:3][cH:4][c:5]1[CH2:6][O:7][C:8](=[O:9])[NH:10][CH:11]([CH2:12][NH:13][CH2:14][CH:15]([CH2:16][c:17]1[cH:18][cH:19][cH:20][cH:21][cH:22]1)[NH:23][C:24](=[O:25])[O:26][CH2:27][c:28]1[cH:29][n:30][cH:31][s:32]1)[CH2:33][c:34]1[cH:35][cH:36][cH:37][cH:38][cH:39]1>>[s:1]1[cH:2][n:3][cH:4][c:5]1[CH2:6][O:7][C:8](=[O:9])[NH:10][CH:11]([CH2:12][N:13]([CH2:14][CH:15]([CH2:16][c:17]1[cH:18][cH:19][cH:20][cH:21][cH:22]1)[NH:23][C:24](=[O:25])[O:26][CH2:27][c:28]1[cH:29][n:30][cH:31][s:32]1)[CH2:44][CH2:43][CH:41]([CH3:40])[CH3:42])[CH2:33][c:34]1[cH:35][cH:36][cH:37][cH:38][cH:39]1. RXN SMILES: C(S(O)=O)C(N)C(O)=O.[CH2:10]([N:21]([CH2:26][C:27]([O-:29])=[O:28])[CH2:22][C:23]([O-:25])=[O:24])[CH2:11][N:12]([CH2:17][C:18]([O-:20])=[O:19])[CH2:13][C:14]([O-:16])=[O:15].CCC(COC(C(N(CC[NH+](C)C)C)=O)(C1C=CC=CC=1)C1C=CC=CC=1)CC.[Cl-]>O>[CH2:11]([N:12]([CH2:17][C:18]([OH:20])=[O:19])[CH2:13][C:14]([OH:16])=[O:15])[CH2:10][N:21]([CH2:26][C:27]([OH:29])=[O:28])[CH2:22][C:23]([OH:25])=[O:24] |f:2.3|. The product is C(CN(CC(=O)O)CC(=O)O)N(CC(=O)O)CC(=O)O (EDTA). Run in O (water). Reported procedure: To prepare 100 ml of the substrate solution: dissolve 0.765 gm of cysteine sulfinic acid in 100 ml of deionized water. Add 0.186 gm of ethylenediaminetetraacetate (EDTA) and 60 mg of TRITON X-100 detergent (TX-100). Mix well. Reactants: C(C(C(=O)O)N)S(=O)O (cysteine sulfinic acid), substrate solution, C(CN(CC(=O)[O-])CC(=O)[O-])N(CC(=O)[O-])CC(=O)[O-] (ethylenediaminetetraacetate), CCC(CC)COC(C1=CC=CC=C1)(C2=CC=CC=C2)C(=O)N(C)CC[NH+](C)C.[Cl-] (X-100), ( TX-100 ). The reactants are [Si](C1=CC=CC=C1)(C1=CC=CC=C1)(C(C)(C)C)OC1CN(C1)C=1SC=C(N1)C(N)=O (3-t-butyldiphenylsilyloxy-1-(4-carbamoyl-1,3-thiazol-2-yl)azetidine), [F-].C(CCC)[N+](CCCC)(CCCC)CCCC (tetra-n-butylammonium fluoride). The solvent is O1CCCC1 (tetrahydrofuran), O1CCCC1 (tetrahydrofuran). Conditions: time 1 hour. Yields the product C(N)(=O)C=1N=C(SC1)N1CC(C1)O (1-(4-carbamoyl-1,3-thiazol-2-yl)-3-hydroxyazetidine). Isolated yield 91.2%. Reaction SMILES: [Si]([O:18][CH:19]1[CH2:22][N:21]([C:23]2[S:24][CH:25]=[C:26]([C:28](=[O:30])[NH2:29])[N:27]=2)[CH2:20]1)(C(C)(C)C)(C1C=CC=CC=1)C1C=CC=CC=1.[F-].C([N+](CCCC)(CCCC)CCCC)CCC>O1CCCC1>[C:28]([C:26]1[N:27]=[C:23]([N:21]2[CH2:22][CH:19]([OH:18])[CH2:20]2)[S:24][CH:25]=1)(=[O:30])[NH2:29] |f:1.2|. Reported procedure: To a solution of 3-t-butyldiphenylsilyloxy-1-(4-carbamoyl-1,3-thiazol-2-yl)azetidine (6.7 g, 15.3 mmol) (obtained as described in Reference Example 3(1)) in anhydrous tetrahydrofuran (200 ml) was added a solution of 1.0M tetra-n-butylammonium fluoride in tetrahydrofuran (18.4 ml) in an ice bath. The mixture was stirred for 1 hour. After checking the completion of the reaction, the reaction mixture was concentrated under reduced pressure. The residue was purified by chromatography on a silica gel... Reactants: Cl.FC(OC1=CC=C(C=C1)NN)(F)F ((4-(Trifluoromethoxy)phenyl)hydrazine hydrochloride), Cl.CN1CCC(CC1)=O (1-Methylpiperidin-4-one hydrochloride). Run in O1CCOCC1 (1,4-dioxane), S(O)(O)(=O)=O (sulfuric acid). Run at temperature 80 celsius, time 6 hour. Yields the product CN1CC2=C(NC=3C=CC(=CC23)OC(F)(F)F)CC1 (2-methyl-8-(trifluoromethoxy)-2,3,4,5-tetrahydro-1H-pyrido[4,3-b]indole). RXN SMILES: Cl.[F:2][C:3]([F:14])([F:13])[O:4][C:5]1[CH:10]=[CH:9][C:8]([NH:11]N)=[CH:7][CH:6]=1.Cl.[CH3:16][N:17]1[CH2:22][CH2:21][C:20](=O)[CH2:19][CH2:18]1>S(=O)(=O)(O)O.O1CCOCC1>[CH3:16][N:17]1[CH2:22][CH2:21][C:20]2[NH:11][C:8]3[CH:7]=[CH:6][C:5]([O:4][C:3]([F:14])([F:13])[F:2])=[CH:10][C:9]=3[C:19]=2[CH2:18]1 |f:0.1,2.3|. Procedure details: (4-(Trifluoromethoxy)phenyl)hydrazine hydrochloride (1 equiv.) is taken in 7% sulfuric acid in 1,4-dioxane. 1-Methylpiperidin-4-one hydrochloride (0.76-1.4 equiv.) is added and the mixture is stirred at 80° C. for 6 h. The reaction is monitored by TLC and LCMS. After completion of the reaction, the reaction mixture is concentrated, then slowly quenched with aq. NaHCO3 solution and extracted with EtOAc. The organic layer is dried over anhydrous sodium sulfate, evaporated to dryness and purified b... The reactants are NC1=CC=C(C(=O)N2CCC(CC2)N2C(=O)CCC3=CC=CC=C23)C=C1 (1-[1-(4-Aminobenzoyl)-4-piperidinyl]-3,4-dihydrocarbostyril), COC1OC(CC1)OC (2,5-dimethoxytetrahydrofuran). The solvent is C(C)(=O)O (acetic acid). The product is N1(C=CC=C1)C1=CC=C(C(=O)N2CCC(CC2)N2C(=O)CCC3=CC=CC=C23)C=C1 (1-{1-[4-(1-pyrrolyl)benzoyl]-4-piperidinyl}-3,4-dihydrocarbostyril). Reaction SMILES: [NH2:1][C:2]1[CH:26]=[CH:25][C:5]([C:6]([N:8]2[CH2:13][CH2:12][CH:11]([N:14]3[C:24]4[C:19](=[CH:20][CH:21]=[CH:22][CH:23]=4)[CH2:18][CH2:17][C:15]3=[O:16])[CH2:10][CH2:9]2)=[O:7])=[CH:4][CH:3]=1.CO[CH:29]1[CH2:33][CH2:32][CH:31](OC)O1>C(O)(=O)C>[N:1]1([C:2]2[CH:3]=[CH:4][C:5]([C:6]([N:8]3[CH2:9][CH2:10][CH:11]([N:14]4[C:24]5[C:19](=[CH:20][CH:21]=[CH:22][CH:23]=5)[CH2:18][CH2:17][C:15]4=[O:16])[CH2:12][CH2:13]3)=[O:7])=[CH:25][CH:26]=2)[CH:29]=[CH:33][CH:32]=[CH:31]1. Procedure details: 1-[1-(4-Aminobenzoyl)-4-piperidinyl]-3,4-dihydrocarbostyril (500 mg) and 2,5-dimethoxytetrahydrofuran (0.19 ml) are refluxed-with heating for 2 hours in acetic acid. The solvent is concentrated and the residue is purified by silica gel column chromatography (solvent: n-hexane:ethyl acetate=1:1) and recrystallized from n-hexane to give 1-{1-[4-(1-pyrrolyl)benzoyl]-4-piperidinyl}-3,4-dihydrocarbostyril (228 mg) as light gray powder, m.p.: 153°-156° C. Starting materials: O=C([O-])O, CCCOc1cc(OC)c2c(c1[N+](=O)[O-])C(=O)c1cccc(OCCN(CC)CC)c1-2, CCO, CCOCC, [Cl-], [Na+], O. Product: CCCOc1cc(OC)c2c(c1N)C(=O)c1cccc(OCCN(CC)CC)c1-2, Cl. RXN SMILES: [C:34](=[O:35])([OH:36])[O-:37].[CH2:1]([CH3:2])[N:3]([CH2:4][CH2:5][O:6][c:7]1[c:8]2[c:16]([cH:17][cH:18][cH:19]1)[C:15](=[O:20])[c:14]1[c:9]-2[c:10]([O:28][CH3:29])[cH:11][c:12]([O:24][CH2:25][CH2:26][CH3:27])[c:13]1[N+:21]([O-:22])=[O:23])[CH2:30][CH3:31].[CH3:39][CH2:40][OH:41].[CH3:42][CH2:43][O:44][CH2:45][CH3:46].[Cl-:32].[Na+:38].[OH2:33]>>[CH2:1]([CH3:2])[N:3]([CH2:4][CH2:5][O:6][c:7]1[c:8]2[c:16]([cH:17][cH:18][cH:19]1)[C:15](=[O:20])[c:14]1[c:9]-2[c:10]([O:28][CH3:29])[cH:11][c:12]([O:24][CH2:25][CH2:26][CH3:27])[c:13]1[NH2:21])[CH2:30][CH3:31].[ClH:32].